The task is: describe an organic reaction: reactants, conditions, products, and yield. This data is from the Open Reaction Database (ORD), a public repository of structured organic reaction records. Starting materials: CCOC(=O)C(Br)C(=O)OCC, Nc1ccc(Cl)cc1, c1ccncc1, c1ccccc1. The product is CCOC(=O)C(Nc1ccc(Cl)cc1)C(=O)OCC. Reaction SMILES: [Br:9][CH:10]([C:11](=[O:12])[O:13][CH2:14][CH3:15])[C:16](=[O:17])[O:18][CH2:19][CH3:20].[Cl:1][c:2]1[cH:3][cH:4][c:5]([NH2:6])[cH:7][cH:8]1.[cH:21]1[cH:22][cH:23][n:24][cH:25][cH:26]1.[cH:27]1[cH:28][cH:29][cH:30][cH:31][cH:32]1>>[Cl:1][c:2]1[cH:3][cH:4][c:5]([NH:6][CH:10]([C:11](=[O:12])[O:13][CH2:14][CH3:15])[C:16](=[O:17])[O:18][CH2:19][CH3:20])[cH:7][cH:8]1. The reactants are C(CC(=O)O)(=O)O (Malonic acid), C1(=CC=CC=C1)C(C)O (1-phenyl-ethanol), C1(CCCCC1)N=C=NC1CCCCC1 (Dicyclohexylcarbodiimide). The solvent is C(C)#N (acetonitrile). Yields the product C1(CCCCC1)NC(=O)NC1CCCCC1 (dicyclohexyl urea). As a reaction SMILES: C(O)(=O)CC(O)=[O:4].C1(C(O)C)C=CC=CC=1.[CH:17]1([N:23]=[C:24]=[N:25][CH:26]2[CH2:31][CH2:30][CH2:29][CH2:28][CH2:27]2)[CH2:22][CH2:21][CH2:20][CH2:19][CH2:18]1>C(#N)C>[CH:26]1([NH:25][C:24]([NH:23][CH:17]2[CH2:18][CH2:19][CH2:20][CH2:21][CH2:22]2)=[O:4])[CH2:31][CH2:30][CH2:29][CH2:28][CH2:27]1. Procedure details: Malonic acid (12 g, 0.11 mol) was dissolved in acetonitrile (450 mL) in an Erlenmeyer flask (1 L) together with 1-phenyl-ethanol (26 g, 0.22 mol). Dicyclohexylcarbodiimide (45 g) was added in portions and with cooling over 10 min so the temperature did not exceed 30° C. A precipitate of dicyclohexyl urea formed almost immediately. Stirring at RT continued over the week-end to complete the reaction. Dicyclohexyl urea was removed by filtration and the filter cake was washed with addition acetonitr... Procedure: A mixture of 5-(3-iodo-1-tosyl-1H-indol-5-yl)-N-methyl-1,3,4-oxadiazol-2-amine (210 mg, 0.42 mmol), 2-isopropoxy-6-(4,4,5,5-tetramethyl-1,3,2-dioxaborolan-2-yl)pyridine (145 mg, 0.55 mmol) (CombiPhos Catalysts Inc., Cat#BE177), dicyclohexyl(2′,4′,6′-triisopropylbiphenyl-2-yl)phosphine (16 mg, 0.034 mmol, Strem), Pd2(dba)3 (15 mg, 0.017 mmol, Strem), and potassium phosphate (271 mg, 1.27 mmol) in dioxane (4 mL) and H2O (1 mL) in a sealed glass tube was heated in a microwave reactor (Personal Chem... Solvent: O1CCOCC1 (dioxane), O (H2O). Reagents/catalysts: C=1C=CC(=CC1)/C=C/C(=O)/C=C/C2=CC=CC=C2.C=1C=CC(=CC1)/C=C/C(=O)/C=C/C2=CC=CC=C2.C=1C=CC(=CC1)/C=C/C(=O)/C=C/C2=CC=CC=C2.[Pd].[Pd] (Pd2(dba)3). Run at temperature 125 celsius. The reactants are IC1=CN(C2=CC=C(C=C12)C1=NN=C(O1)NC)S(=O)(=O)C1=CC=C(C)C=C1 (5-(3-iodo-1-tosyl-1H-indol-5-yl)-N-methyl-1,3,4-oxadiazol-2-amine), C(C)(C)OC1=NC(=CC=C1)B1OC(C(O1)(C)C)(C)C (2-isopropoxy-6-(4,4,5,5-tetramethyl-1,3,2-dioxaborolan-2-yl)pyridine), C1(CCCCC1)P(C1=C(C=CC=C1)C1=C(C=C(C=C1C(C)C)C(C)C)C(C)C)C1CCCCC1 (dicyclohexyl(2′,4′,6′-triisopropylbiphenyl-2-yl)phosphine), P(=O)([O-])([O-])[O-].[K+].[K+].[K+] (potassium phosphate). The product is C(C)(C)OC1=CC=CC(=N1)C1=CN(C2=CC=C(C=C12)C1=NN=C(O1)NC)S(=O)(=O)C1=CC=C(C)C=C1 (5-(3-(6-isopropoxypyridin-2-yl)-1-tosyl-1H-indol-5-yl)-N-methyl-1,3,4-oxadiazol-2-amine). Reaction SMILES: I[C:2]1[C:10]2[C:5](=[CH:6][CH:7]=[C:8]([C:11]3[O:15][C:14]([NH:16][CH3:17])=[N:13][N:12]=3)[CH:9]=2)[N:4]([S:18]([C:21]2[CH:27]=[CH:26][C:24]([CH3:25])=[CH:23][CH:22]=2)(=[O:20])=[O:19])[CH:3]=1.[CH:28]([O:31][C:32]1[CH:37]=[CH:36][CH:35]=[C:34](B2OC(C)(C)C(C)(C)O2)[N:33]=1)([CH3:30])[CH3:29].C1(P(C2CCCCC2)C2C=CC=CC=2C2C(C(C)C)=CC(C(C)C)=CC=2C(C)C)CCCCC1.P([O-])([O-])([O-])=O.[K+].[K+].[K+]>O1CCOCC1.O.C1C=CC(/C=C/C(/C=C/C2C=CC=CC=2)=O)=CC=1.C1C=CC(/C=C/C(/C=C/C2C=CC=CC=2)=O)=CC=1.C1C=CC(/C=C/C(/C=C/C2C=CC=CC=2)=O)=CC=1.[Pd].[Pd]>[CH:28]([O:31][C:32]1[N:33]=[C:34]([C:2]2[C:10]3[C:5](=[CH:6][CH:7]=[C:8]([C:11]4[O:15][C:14]([NH:16][CH3:17])=[N:13][N:12]=4)[CH:9]=3)[N:4]([S:18]([C:21]3[CH:27]=[CH:26][C:24]([CH3:25])=[CH:23][CH:22]=3)(=[O:19])=[O:20])[CH:3]=2)[CH:35]=[CH:36][CH:37]=1)([CH3:30])[CH3:29] |f:3.4.5.6,9.10.11.12.13|. The reactants are NC(=O)CBr, O=C([O-])[O-], CC(C)(C)C(=O)OCC1OC(Oc2n[nH]c3cccc(C#Cc4ccc(C=CCC(=O)NC(C)(C)C(=O)N5CCN(C(=O)OCc6ccccc6)CC5)cc4)c23)C(OC(=O)C(C)(C)C)C(OC(=O)C(C)(C)C)C1OC(=O)C(C)(C)C, CC(C)=O, CCOCC, [Cs+], [Cs+], [I-], [Na+]. The product is CC(C)(C)C(=O)OCC1OC(Oc2nn(CC(N)=O)c3cccc(C#Cc4ccc(C=CCC(=O)NC(C)(C)C(=O)N5CCN(C(=O)OCc6ccccc6)CC5)cc4)c23)C(OC(=O)C(C)(C)C)C(OC(=O)C(C)(C)C)C1OC(=O)C(C)(C)C. As a reaction SMILES: [Br:81][CH2:82][C:83](=[O:84])[NH2:85].[C:86](=[O:87])([O-:88])[O-:89].[CH2:1]([c:2]1[cH:3][cH:4][cH:5][cH:6][cH:7]1)[O:8][C:9](=[O:10])[N:11]1[CH2:12][CH2:13][N:14]([C:17](=[O:18])[C:19]([CH3:20])([CH3:21])[NH:22][C:23](=[O:24])[CH2:25][CH:26]=[CH:27][c:28]2[cH:29][cH:30][c:31]([C:34]#[C:35][c:36]3[c:37]4[c:38]([O:45][CH:46]5[CH:47]([O:48][C:49]([C:50]([CH3:51])([CH3:52])[CH3:53])=[O:54])[CH:55]([O:56][C:57]([C:58]([CH3:59])([CH3:60])[CH3:61])=[O:62])[CH:63]([O:64][C:65]([C:66]([CH3:67])([CH3:68])[CH3:69])=[O:70])[CH:71]([CH2:73][O:74][C:75]([C:76]([CH3:77])([CH3:78])[CH3:79])=[O:80])[O:72]5)[n:39][nH:40][c:41]4[cH:42][cH:43][cH:44]3)[cH:32][cH:33]2)[CH2:15][CH2:16]1.[CH3:94][C:95](=[O:96])[CH3:97].[CH3:98][CH2:99][O:100][CH2:101][CH3:102].[Cs+:90].[Cs+:91].[I-:93].[Na+:92]>>[CH2:1]([c:2]1[cH:3][cH:4][cH:5][cH:6][cH:7]1)[O:8][C:9](=[O:10])[N:11]1[CH2:12][CH2:13][N:14]([C:17](=[O:18])[C:19]([CH3:20])([CH3:21])[NH:22][C:23](=[O:24])[CH2:25][CH:26]=[CH:27][c:28]2[cH:29][cH:30][c:31]([C:34]#[C:35][c:36]3[c:37]4[c:38]([O:45][CH:46]5[CH:47]([O:48][C:49]([C:50]([CH3:51])([CH3:52])[CH3:53])=[O:54])[CH:55]([O:56][C:57]([C:58]([CH3:59])([CH3:60])[CH3:61])=[O:62])[CH:63]([O:64][C:65]([C:66]([CH3:67])([CH3:68])[CH3:69])=[O:70])[CH:71]([CH2:73][O:74][C:75]([C:76]([CH3:77])([CH3:78])[CH3:79])=[O:80])[O:72]5)[n:39][n:40]([CH2:82][C:83](=[O:84])[NH2:85])[c:41]4[cH:42][cH:43][cH:44]3)[cH:32][cH:33]2)[CH2:15][CH2:16]1.